describe an organic reaction: reactants, conditions, products, and yield From a dataset of the Open Reaction Database (ORD), a public repository of structured organic reaction records. Starting materials: F[B-](F)(F)F.N1(N=NC2=C1C=CC=C2)OC(=[N+](C)C)N(C)C (2-(1H benzotriazol-1-yl)-1,1,3,3,-tetramethyluronium tetrafluoroborate), Cl.N[C@@H](CN1CCC(CC1)C(=O)C1=CC=C(C=C1)F)CO ([1-((S)-2-amino-3-hydroxy-propyl)-piperidin-4-yl]-(4-fluoro-phenyl)-methanone hydrochloride), C(C)(C)N(CC)C(C)C (diisopropylethylamine), C(#N)C=1C=CC(=C(C1)/C=C/C(=O)O)OC ((E)-3-(5-cyano-2-methoxy-phenyl)-acrylic acid). Run in ClCCl (dichloromethane). Reaction conditions: time 4.5 hour. The product is FC1=CC=C(C(=O)C2CCN(CC2)C[C@@H](CO)NC(\C=C\C2=C(C=CC(=C2)C#N)OC)=O)C=C1 ((E)-N-{(S)-2-[4-(4-Fluoro-benzoyl)-piperidin-1-yl]-1-hydroxymethyl-ethyl)-3-(5-cyano-2-methoxy-phenyl)-acrylamide). Reaction SMILES: Cl.[NH2:2][C@H:3]([CH2:20][OH:21])[CH2:4][N:5]1[CH2:10][CH2:9][CH:8]([C:11]([C:13]2[CH:18]=[CH:17][C:16]([F:19])=[CH:15][CH:14]=2)=[O:12])[CH2:7][CH2:6]1.C(N(C(C)C)CC)(C)C.[C:31]([C:33]1[CH:34]=[CH:35][C:36]([O:44][CH3:45])=[C:37](/[CH:39]=[CH:40]/[C:41](O)=[O:42])[CH:38]=1)#[N:32].F[B-](F)(F)F.N1(OC(N(C)C)=[N+](C)C)C2C=CC=CC=2N=N1>ClCCl>[F:19][C:16]1[CH:15]=[CH:14][C:13]([C:11]([CH:8]2[CH2:7][CH2:6][N:5]([CH2:4][C@H:3]([NH:2][C:41](=[O:42])/[CH:40]=[CH:39]/[C:37]3[CH:38]=[C:33]([C:31]#[N:32])[CH:34]=[CH:35][C:36]=3[O:44][CH3:45])[CH2:20][OH:21])[CH2:10][CH2:9]2)=[O:12])=[CH:18][CH:17]=1 |f:0.1,4.5|. Reported procedure: To a solution of [1-((S)-2-amino-3-hydroxy-propyl)-piperidin-4-yl]-(4-fluoro-phenyl)-methanone hydrochloride (1.8 g, 5.7 mmol) and diisopropylethylamine (2.0 ml, 11.4 mmol) in dichloromethane (45 ml) is added (E)-3-(5-cyano-2-methoxy-phenyl)-acrylic acid (1.1 g, 5.7 mmol) followed by 2-(1H benzotriazol-1-yl)-1,1,3,3,-tetramethyluronium tetrafluoroborate (1.83 g, 5.7 mmol). The reaction mixture is stirred at ambient temperature for 4.5 hours, then filtered and the filtrate washed with water (50 m... Reactants: Nc1c(Cl)cc(Br)c2ccccc12, [Cl-], Cl, O=N[O-], [Na+], O. Yields the product Clc1cc(Br)c2ccccc2c1Cl. RXN SMILES: [Br:1][c:2]1[cH:3][c:4]([Cl:13])[c:5]([NH2:12])[c:6]2[cH:7][cH:8][cH:9][cH:10][c:11]12.[Cl-:19].[ClH:14].[N:15]([O-:16])=[O:17].[Na+:18].[OH2:20]>>[Br:1][c:2]1[cH:3][c:4]([Cl:13])[c:5]([Cl:14])[c:6]2[cH:7][cH:8][cH:9][cH:10][c:11]12. The reactants are ClC(=O)OC (methyl chloroformate), CC1(OC2=C(C1)C=CC=C2NN)C (2,3-dihydro-2,2-dimethyl-7-hydrazinobenzofuran), C(C)N(C(C)C)C(C)C (ethyldiisopropylamine). Run in O1CCCC1 (tetrahydrofuran). Run at time 1 hour. Product: methyl ester, CC1(OC2=C(C1)C=CC=C2NNC(=O)O)C (2-(2,3-dihydro-2,2-dimethylbenzofuran-7-yl)hydrazine-carboxylic acid). RXN SMILES: [CH3:1][C:2]1([CH3:13])[CH2:6][C:5]2[CH:7]=[CH:8][CH:9]=[C:10]([NH:11][NH2:12])[C:4]=2[O:3]1.C(N(C(C)C)C(C)C)C.Cl[C:24]([O:26]C)=[O:25]>O1CCCC1>[CH3:1][C:2]1([CH3:13])[CH2:6][C:5]2[CH:7]=[CH:8][CH:9]=[C:10]([NH:11][NH:12][C:24]([OH:26])=[O:25])[C:4]=2[O:3]1. Procedure: 17.8 g of (1C) thus prepared and 12.9 go f ethyldiisopropylamine were dissolved in 200 ml of tetrahydrofuran. 9.45 of methyl chloroformate was added drop-by-drop to the stirred solution, and the resulting mixture was stirred for one hour. The solvent then was evaporated, the residue was washed with water, extracted with ether, and the extract was dried. Part of the ether was evaporated from the extract and the remaining solution was cooled. The resulting solid was collected to give the methyl es... The solvent is ClCCl (dichloromethane). The reactants are BrC1=CC=C(O[C@@H](C)[C@@H](CCC=2C=NC=CC2)O)C=C1 ((2S,3R)-2-(4-bromophenoxy)-5-pyridin-3-ylpentan-3-ol), [Si](C)(C)(C(C)(C)C)Cl (tert-butyldimethylsilyl chloride), N1C=NC=C1 (imidazole). Run at time 24 hour. Reaction SMILES: [Br:1][C:2]1[CH:20]=[CH:19][C:5]([O:6][C@H:7]([C@H:9]([OH:18])[CH2:10][CH2:11][C:12]2[CH:13]=[N:14][CH:15]=[CH:16][CH:17]=2)[CH3:8])=[CH:4][CH:3]=1.[Si:21](Cl)([C:24]([CH3:27])([CH3:26])[CH3:25])([CH3:23])[CH3:22].N1C=CN=C1>ClCCl>[Br:1][C:2]1[CH:20]=[CH:19][C:5]([O:6][C@@H:7]([CH3:8])[C@H:9]([O:18][Si:21]([C:24]([CH3:27])([CH3:26])[CH3:25])([CH3:23])[CH3:22])[CH2:10][CH2:11][C:12]2[CH:13]=[N:14][CH:15]=[CH:16][CH:17]=2)=[CH:4][CH:3]=1. Reported procedure: To a solution of (2S,3R)-2-(4-bromophenoxy)-5-pyridin-3-ylpentan-3-ol (2.01 g, Example 15d)) in dry dichloromethane (50 ml) was added tert-butyldimethylsilyl chloride (1.81 g) and imidazole (0.814 g) and the resulting solution stirred for 24 hours, concentrated and the residue purified by column chromatography on silica gel eluting with dichloromethane:diethyl ether (1:1) to afford the sub-title compound as an oil (2.52 g). The product is BrC1=CC=C(O[C@H]([C@@H](CCC=2C=NC=CC2)O[Si](C)(C)C(C)(C)C)C)C=C1 ((3R,4S)-3-[4-(4-Bromo-phenoxy)-3-(tert-butyl-dimethyl-silanyloxy)-pentyl]-pyridine). The yield is 93.6%. Solvent: C1CCOC1 (THF). Reactants: [H-].[Al+3].[Li+].[H-].[H-].[H-] (Lithium aluminium hydride), C(C)OC(COC1=CC(=C(C(=O)OC)C=C1C)C)OCC (Methyl 4-(2,2-diethoxyethoxy)-2,5-dimethylbenzoate), C(C)O (Ethanol). The product is C(C)OC(COC1=CC(=C(C=C1C)CO)C)OCC ((4-(2,2-Diethoxyethoxy)-2,5-dimethylphenyl)methanol). RXN SMILES: [H-].[Al+3].[Li+].[H-].[H-].[H-].[CH2:7]([O:9][CH:10]([O:25][CH2:26][CH3:27])[CH2:11][O:12][C:13]1[C:22]([CH3:23])=[CH:21][C:16]([C:17](OC)=[O:18])=[C:15]([CH3:24])[CH:14]=1)[CH3:8].C(O)C>C1COCC1>[CH2:26]([O:25][CH:10]([O:9][CH2:7][CH3:8])[CH2:11][O:12][C:13]1[C:22]([CH3:23])=[CH:21][C:16]([CH2:17][OH:18])=[C:15]([CH3:24])[CH:14]=1)[CH3:27] |f:0.1.2.3.4.5|. Procedure details: Lithium aluminium hydride solution (1M in THF, 1.17 mL) was added dropwise to a solution of methyl 4-(2,2-diethoxyethoxy)-2,5-dimethylbenzoate (example 18, step c) (0.231 g) in THF (20 mL) at 0° C. The resulting mixture was allowed to warm to RT and stirred for 1 h. Ethanol (0.5 mL) was cautiously added and the reaction concentrated. The residue was partitioned between 1M NaOH (50 mL) and ethyl acetate (100 mL). The aqueous was separated and extracted with ethyl acetate (2×50 mL). The combined o... Reaction conditions: time 1 hour. Starting materials: Cc1ccc(OCCCCl)c(C)c1, OC1(c2cnc3ccccc3c2)CCNCC1. Yields the product Cc1ccc(OCCCN2CCC(O)(c3cnc4ccccc4c3)CC2)c(C)c1. Reaction SMILES: [CH3:1][c:2]1[c:3]([O:9][CH2:10][CH2:11][CH2:12][Cl:13])[cH:4][cH:5][c:6]([CH3:8])[cH:7]1.[OH:14][C:15]1([c:21]2[cH:22][n:23][c:24]3[cH:25][cH:26][cH:27][cH:28][c:29]3[cH:30]2)[CH2:16][CH2:17][NH:18][CH2:19][CH2:20]1>>[CH3:1][c:2]1[c:3]([O:9][CH2:10][CH2:11][CH2:12][N:18]2[CH2:17][CH2:16][C:15]([OH:14])([c:21]3[cH:22][n:23][c:24]4[cH:25][cH:26][cH:27][cH:28][c:29]4[cH:30]3)[CH2:20][CH2:19]2)[cH:4][cH:5][c:6]([CH3:8])[cH:7]1.